This data is from the Open Reaction Database (ORD), a public repository of structured organic reaction records. The task is: describe an organic reaction: reactants, conditions, products, and yield Reactants: C(C)(C)(C)OC(=O)N1CC2=CC(=C(C=C2C1)Cl)C=1CCOCC1 (5-chloro-6-(3,6-dihydro-2H-pyran-4-yl)-1,3-dihydro-isoindole-2-carboxylic acid tert-butyl ester), C(=C)[Sn](CCCC)(CCCC)CCCC (vinyltributylstannane). The product is C(C)(C)(C)OC(=O)N1CC2=CC(=C(C=C2C1)C=1CCOCC1)C=C (5-(3,6-Dihydro-2H-pyran-4-yl)-6-vinyl-1,3-dihydro-isoindole-2-carboxylic acid tert-butyl ester). As a reaction SMILES: [C:1]([O:5][C:6]([N:8]1[CH2:16][C:15]2[C:10](=[CH:11][C:12]([C:18]3[CH2:19][CH2:20][O:21][CH2:22][CH:23]=3)=[C:13](Cl)[CH:14]=2)[CH2:9]1)=[O:7])([CH3:4])([CH3:3])[CH3:2].[CH:24]([Sn](CCCC)(CCCC)CCCC)=[CH2:25]>>[C:1]([O:5][C:6]([N:8]1[CH2:9][C:10]2[C:15](=[CH:14][C:13]([CH:24]=[CH2:25])=[C:12]([C:18]3[CH2:19][CH2:20][O:21][CH2:22][CH:23]=3)[CH:11]=2)[CH2:16]1)=[O:7])([CH3:4])([CH3:3])[CH3:2]. Reported procedure: Prepared in analogy to Example A54(a) from 5-chloro-6-(3,6-dihydro-2H-pyran-4-yl)-1,3-dihydro-isoindole-2-carboxylic acid tert-butyl ester (Example A61(a)) and vinyltributylstannane. White solid. MS (m/e): 272.4 ([M+H−Me2C═CH2]+, 100%). Reactants: CCOC(=O)Cc1ccc2c(c1)sc1ncnc(Nc3ccc(OCc4cccc(F)c4)c(Cl)c3)c12, C1CCOC1, [Li+], [OH-], O, O. The product is O=C(O)Cc1ccc2c(c1)sc1ncnc(Nc3ccc(OCc4cccc(F)c4)c(Cl)c3)c12. As a reaction SMILES: [CH2:1]([CH3:2])[O:3][C:4]([CH2:5][c:6]1[cH:7][c:8]2[c:9]([c:10]3[c:11]([n:12][cH:13][n:14][c:15]3[NH:16][c:17]3[cH:18][c:19]([Cl:32])[c:20]([O:23][CH2:24][c:25]4[cH:26][c:27]([F:31])[cH:28][cH:29][cH:30]4)[cH:21][cH:22]3)[s:33]2)[cH:34][cH:35]1)=[O:36].[CH2:40]1[O:41][CH2:42][CH2:43][CH2:44]1.[Li+:39].[OH-:38].[OH2:37].[OH2:45]>>[O:3]=[C:4]([CH2:5][c:6]1[cH:7][c:8]2[c:9]([c:10]3[c:11]([n:12][cH:13][n:14][c:15]3[NH:16][c:17]3[cH:18][c:19]([Cl:32])[c:20]([O:23][CH2:24][c:25]4[cH:26][c:27]([F:31])[cH:28][cH:29][cH:30]4)[cH:21][cH:22]3)[s:33]2)[cH:34][cH:35]1)[OH:36]. The reactants are C1CC(=O)N(C1=O)Br (NBS), ClC1=CC(=C(OC2=CC=CC3=CC=CC=C23)C=C1)C (1-(4-chloro-2-methylphenoxy)naphthalene), C(C1=CC=CC=C1)(=O)OOC(C1=CC=CC=C1)=O (benzoyl peroxide). The solvent is C(Cl)(Cl)(Cl)Cl (carbon tetrachloride). The product is BrCC1=C(OC2=CC=CC3=CC=CC=C23)C=CC(=C1)Cl (1-(2-bromomethyl-4-chlorophenoxy)naphthalene). Yield: 38.7%. As a reaction SMILES: [Cl:1][C:2]1[CH:18]=[CH:17][C:5]([O:6][C:7]2[C:16]3[C:11](=[CH:12][CH:13]=[CH:14][CH:15]=3)[CH:10]=[CH:9][CH:8]=2)=[C:4]([CH3:19])[CH:3]=1.C1C(=O)N([Br:27])C(=O)C1.C(OOC(=O)C1C=CC=CC=1)(=O)C1C=CC=CC=1>C(Cl)(Cl)(Cl)Cl>[Br:27][CH2:19][C:4]1[CH:3]=[C:2]([Cl:1])[CH:18]=[CH:17][C:5]=1[O:6][C:7]1[C:16]2[C:11](=[CH:12][CH:13]=[CH:14][CH:15]=2)[CH:10]=[CH:9][CH:8]=1. Reported procedure: 1-(4-Chloro-2-methylphenoxy)naphthalene (1.8 g) from Example 1 was dissolved in carbon tetrachloride (10 ml), followed by addition of NBS (1.2 g) and a catalytic amount of benzoyl peroxide under reflux for 2 hours. After leaving the solution to stand at room temperature, insoluble materials were filtered off, and the filtrate was concentrated under reduced pressure. The residue was purified by chromatography on a silica gel column (hexane:ether=99:1) to give the title compound (900 mg; 39%). Starting materials: BrC1=CN=C(C=2N1C=NN2)N2CCN(CC2)C(=O)OC(C)(C)C (tert-butyl 4-(5-bromo-[1,2,4]triazolo[4,3-a]pyrazin-8-yl)piperazine-1-carboxylate), C1CCOC1 (THF), solution, [Br-].C(C(C)C)[Zn+] (isobutylzinc(II) bromide). Reagents/catalysts: Cl[Pd]([P](C1=CC=CC=C1)(C2=CC=CC=C2)C3=CC=CC=C3)([P](C4=CC=CC=C4)(C5=CC=CC=C5)C6=CC=CC=C6)Cl (Pd(PPh3)2Cl2). Solvent: C1(=CC=CC=C1)C (toluene). Reaction conditions: temperature 20 celsius, time 0.5 hour. The product is C(C(C)C)C1=CN=C(C=2N1C=NN2)N2CCN(CC2)C(=O)OC(C)(C)C (tert-butyl 4-(5-isobutyl-[1,2,4]triazolo[4,3-a]pyrazin-8-yl)piperazine-1-carboxylate). Yield: 64.0%. RXN SMILES: Br[C:2]1[N:7]2[CH:8]=[N:9][N:10]=[C:6]2[C:5]([N:11]2[CH2:16][CH2:15][N:14]([C:17]([O:19][C:20]([CH3:23])([CH3:22])[CH3:21])=[O:18])[CH2:13][CH2:12]2)=[N:4][CH:3]=1.[Br-].[CH2:25]([Zn+])[CH:26]([CH3:28])[CH3:27].C1COCC1>Cl[Pd](Cl)([P](C1C=CC=CC=1)(C1C=CC=CC=1)C1C=CC=CC=1)[P](C1C=CC=CC=1)(C1C=CC=CC=1)C1C=CC=CC=1.C1(C)C=CC=CC=1>[CH2:25]([C:2]1[N:7]2[CH:8]=[N:9][N:10]=[C:6]2[C:5]([N:11]2[CH2:16][CH2:15][N:14]([C:17]([O:19][C:20]([CH3:23])([CH3:22])[CH3:21])=[O:18])[CH2:13][CH2:12]2)=[N:4][CH:3]=1)[CH:26]([CH3:28])[CH3:27] |f:1.2,^1:37,56|. Procedure: A 50 mL round bottom flask was charged with tert-butyl 4-(5-bromo-[1,2,4]triazolo[4,3-a]pyrazin-8-yl)piperazine-1-carboxylate (0.5 g, 1.3 mmol), Pd(PPh3)2Cl2 (140.3 mg, 0.20 mmol) and toluene (8 mL) under N2. To the above was injected a 2 M solution of isobutylzinc(II) bromide in THF (10.4 mL, 5.2 mmol). The resulting mixture was stirred under N2 at 20° C. for 0.5 h then 100° C. overnight. Work-up: the reaction mixture was filtered. The filter cake was washed with EtOAc (10 mL) and the filtrate ... The reactants are ClC1=NC=C(C(=O)Cl)C=C1 (6-chloronicotinoyl chloride), [N+](=O)([O-])C1=C(N)C(=CC(=C1)C)C (2-nitro-4,6-dimethylaniline). Product: ClC1=CC=C(C=N1)C(=O)NC1=C(C=C(C=C1C)C)[N+](=O)[O-] (6-Chloro-N-(2-nitro-4,6-dimethylphenyl)-3-pyridinecarboxamide). RXN SMILES: [Cl:1][C:2]1[CH:10]=[CH:9][C:5]([C:6](Cl)=[O:7])=[CH:4][N:3]=1.[N+:11]([C:14]1[CH:20]=[C:19]([CH3:21])[CH:18]=[C:17]([CH3:22])[C:15]=1[NH2:16])([O-:13])=[O:12]>>[Cl:1][C:2]1[N:3]=[CH:4][C:5]([C:6]([NH:16][C:15]2[C:17]([CH3:22])=[CH:18][C:19]([CH3:21])=[CH:20][C:14]=2[N+:11]([O-:13])=[O:12])=[O:7])=[CH:9][CH:10]=1. Procedure: The title compound was prepared from 6-chloronicotinoyl chloride and 2-nitro-4,6-dimethylaniline as a light yellow solid as described in Example 1. 1H NMR (CDCl3): 9.09 (s, 1H), 8.97 (d, J=2.4, 1H), 8.22-8.18 (m, 1H), 7.60 (d, J=1.2, 1H), 7.50 (d, J=8.1, 1H), 7.42 (s, 1H), 2.43 (s, 3H), 2.35 (s, 3H). The reactants are C(C)(C)(C)NC(=O)C1=NC=CN=C1 (Pyrazinecarboxylic acid tert-butylamide), [Cl-] (chloride), 1-[1 (R)-(dicyclohexylphosphino)ethyl]-2(S)-(diphenylphosphino)ferrocene. Solvent: CO (methanol). Run at time 20 hour. The product is C(C)(C)(C)NC(=O)[C@H]1NCCNC1 ((S)-Piperazine-2-carboxylic acid tert-butylamide). As a reaction SMILES: [C:1]([NH:5][C:6]([C:8]1[CH:13]=[N:12][CH:11]=[CH:10][N:9]=1)=[O:7])([CH3:4])([CH3:3])[CH3:2].[Cl-]>CO>[C:1]([NH:5][C:6]([C@@H:8]1[CH2:13][NH:12][CH2:11][CH2:10][NH:9]1)=[O:7])([CH3:4])([CH3:2])[CH3:3]. Procedure details: 0.5 g (2.7 mmol) of pyrazinecarboxylic acid tert-butylamide (prepared according to Example 3), 26.9 mg (58 μmol) of bicyclo[2.2.1]hepta-2,5-dienerhodium(I) chloride dimer and 72 mg (121 μmol) of 1-[1 (R)-(dicyclohexylphosphino)ethyl]-2(S)-(diphenylphosphino)ferrocene were placed in an autoclave under argon. After the addition of 10 ml of degassed methanol, the autoclave was flushed three times with argon and twice with hydrogen. A hydrogen pressure of 50 bar was then applied. Hydrogenation was c...